This data is from the Open Reaction Database (ORD), a public repository of structured organic reaction records. The task is: describe an organic reaction: reactants, conditions, products, and yield The reactants are CC1=CC(=C(N)C=C1)[N+](=O)[O-] (4-methyl-2-nitroaniline), C(C1=CC=CC=C1)OC1=CC=C(C=C1)Br (4-benzyloxybromobenzene), cuprous iodide, C([O-])([O-])=O.[K+].[K+] (potassium carbonate), cuprous iodide. Solvent: CC=1C=CC=CC1C (o-xylene). Yields the product C(C1=CC=CC=C1)OC1=CC=C(C=C1)NC1=C(C=C(C=C1)C)[N+](=O)[O-] ((4-Benzyloxy-phenyl)-(4-methyl-2-nitro-phenyl)-amine). As a reaction SMILES: [CH3:1][C:2]1[CH:8]=[CH:7][C:5]([NH2:6])=[C:4]([N+:9]([O-:11])=[O:10])[CH:3]=1.[CH2:12]([O:19][C:20]1[CH:25]=[CH:24][C:23](Br)=[CH:22][CH:21]=1)[C:13]1[CH:18]=[CH:17][CH:16]=[CH:15][CH:14]=1.C(=O)([O-])[O-].[K+].[K+]>CC1C=CC=CC=1C>[CH2:12]([O:19][C:20]1[CH:25]=[CH:24][C:23]([NH:6][C:5]2[CH:7]=[CH:8][C:2]([CH3:1])=[CH:3][C:4]=2[N+:9]([O-:11])=[O:10])=[CH:22][CH:21]=1)[C:13]1[CH:18]=[CH:17][CH:16]=[CH:15][CH:14]=1 |f:2.3.4|. Reported procedure: A mixture of 4-methyl-2-nitroaniline (1.006 g, 6.612 mmol), 4-benzyloxybromobenzene (5.794 g, 22.02 mmol), cuprous iodide (62.9 mg, 0.3306 mmol), potassium carbonate (0.914 g, 6.612 mmol) and anhydrous o-xylene (18 mL) was heated at 150° for 24 hours. Added additional cuprous iodide (30 mg) and heated an additional 6 hours at 160°. The reaction was cooled to room temperature and the solvent removed by rotary evaporation under vacuum. The residue was purified by silica gel flash chromatography us... Reactants: O=C([O-])[O-], O=C([O-])[O-], CCOC(C)=O, CC(C)(C)OC(=O)NC1(c2ccc(-c3c(Cl)nc4n3-c3cccnc3Nc3ccccc3-4)cc2)CCC1, CI, [K+], [K+], [Na+], [Na+], CN(C)C=O, COC(=O)c1ccc(B2OC(C)(C)C(C)(C)O2)cc1O. Product: COC(=O)c1ccc(-c2nc3n(c2-c2ccc(C4(NC(=O)OC(C)(C)C)CCC4)cc2)-c2cccnc2Nc2ccccc2-3)cc1O. RXN SMILES: [C:58](=[O:59])([O-:60])[O-:61].[C:64](=[O:65])([O-:66])[O-:67].[CH3:77][CH2:78][O:79][C:80]([CH3:81])=[O:82].[Cl:1][c:2]1[n:3][c:4]2[n:5]([c:19]1-[c:20]1[cH:21][cH:22][c:23]([C:26]3([NH:30][C:31]([O:32][C:33]([CH3:34])([CH3:35])[CH3:36])=[O:37])[CH2:27][CH2:28][CH2:29]3)[cH:24][cH:25]1)-[c:6]1[c:7]([n:15][cH:16][cH:17][cH:18]1)[NH:8][c:9]1[c:10]-2[cH:11][cH:12][cH:13][cH:14]1.[I:70][CH3:71].[K+:68].[K+:69].[Na+:62].[Na+:63].[O:72]=[CH:73][N:74]([CH3:75])[CH3:76].[OH:38][c:39]1[c:40]([C:41](=[O:42])[O:43][CH3:44])[cH:45][cH:46][c:47]([B:49]2[O:50][C:51]([CH3:52])([CH3:53])[C:54]([CH3:55])([CH3:56])[O:57]2)[cH:48]1>>[c:2]1(-[c:47]2[cH:46][cH:45][c:40]([C:41](=[O:42])[O:43][CH3:44])[c:39]([OH:38])[cH:48]2)[n:3][c:4]2[n:5]([c:19]1-[c:20]1[cH:21][cH:22][c:23]([C:26]3([NH:30][C:31]([O:32][C:33]([CH3:34])([CH3:35])[CH3:36])=[O:37])[CH2:27][CH2:28][CH2:29]3)[cH:24][cH:25]1)-[c:6]1[c:7]([n:15][cH:16][cH:17][cH:18]1)[NH:8][c:9]1[c:10]-2[cH:11][cH:12][cH:13][cH:14]1.